From a dataset of the Open Reaction Database (ORD), a public repository of structured organic reaction records. describe an organic reaction: reactants, conditions, products, and yield The reactants are CC(C)(C)OC(=O)N1CCC(C=O)CC1, CC(=O)O[BH-](OC(C)=O)OC(C)=O, C1CNCCN1, C1CCOC1, CC#N, [Na+]. Yields the product CC(C)(C)OC(=O)N1CCC(CN2CCNCC2)CC1. Reaction SMILES: [C:1](=[O:2])([O:3][C:4]([CH3:5])([CH3:6])[CH3:7])[N:8]1[CH2:9][CH2:10][CH:11]([CH:14]=[O:15])[CH2:12][CH2:13]1.[C:22]([O:23][BH-:24]([O:25][C:26](=[O:27])[CH3:28])[O:29][C:30](=[O:31])[CH3:32])(=[O:33])[CH3:34].[CH2:16]1[CH2:17][NH:18][CH2:19][CH2:20][NH:21]1.[CH2:36]1[O:37][CH2:38][CH2:39][CH2:40]1.[CH3:41][C:42]#[N:43].[Na+:35]>>[C:1](=[O:2])([O:3][C:4]([CH3:5])([CH3:6])[CH3:7])[N:8]1[CH2:9][CH2:10][CH:11]([CH2:14][N:18]2[CH2:17][CH2:16][NH:21][CH2:20][CH2:19]2)[CH2:12][CH2:13]1. The reactants are N([C@@H](CC(OCC1=CC=CC=C1)=O)C(=O)ON1C(=O)CCC1=O)C(=O)OC(C)(C)C (Boc-Asp(OBzl)-OSu), Cl (HCl), CCN(C(C)C)C(C)C (DIEA), C(CC(O)(C(=O)O)CC(=O)O)(=O)O (citric acid). The reagents and catalysts are [Au] (gold). The solvent is CN(C)C=O (DMF), CN(C)C=O (DMF). Reaction conditions: temperature 5 celsius, time 24 hour. Yields the product NCC=1C=C(C(=O)O)C=CC1 (3-Aminomethylbenzoic acid). The yield is 92.0%. As a reaction SMILES: Cl.CCN([CH:8]([CH3:10])[CH3:9])C(C)C.[NH:11](C(OC(C)(C)C)=O)[C@H](C(ON1C(=O)CCC1=O)=O)CC(=O)OCC1C=CC=CC=1.[C:41](O)(=O)[CH2:42][C:43]([CH2:48][C:49]([OH:51])=[O:50])(C(O)=O)O>CN(C=O)C.[Au]>[NH2:11][CH2:41][C:42]1[CH:43]=[C:48]([CH:10]=[CH:8][CH:9]=1)[C:49]([OH:51])=[O:50]. Procedure details: circle-solid.HCl (Mamb; 13.08 g, 70.0 mmol) was dissolved in 120 ml DMF and DIEA (24.32 ml, 140 mmol) was added, changing the pH from 4 to 7.5. The white suspension was stirred for 30 min at room temperature before a solution of Boc-Asp(OBzl)-OSu (29.40 g, 70.0 mmol) in DMF (50 ml) was added. The mixture was allowed to stir 24 hr, during which time it turned to a gold solution. The solution was added to 5% citric acid (2000 ml) and cooled to 5° C. for 3 hr. The solids were then collected by filt... Starting materials: N#Cc1cccc(-n2c(=O)cc(O)c3cccnc32)c1, Cl, [H-], [H][H], [Na+], CN(C)C=O, O, O=C(Cl)Cc1ccccc1. The product is N#Cc1cccc(-n2c(=O)c(C(=O)Cc3ccccc3)c(O)c3cccnc32)c1. RXN SMILES: [C:1](#[N:2])[c:3]1[cH:4][c:5](-[n:9]2[c:10](=[O:20])[cH:11][c:12]([OH:19])[c:13]3[cH:14][cH:15][cH:16][n:17][c:18]23)[cH:6][cH:7][cH:8]1.[ClH:35].[H-:21].[H:23][H:24].[Na+:22].[O:36]=[CH:37][N:38]([CH3:39])[CH3:40].[OH2:41].[c:25]1([CH2:31][C:32](=[O:33])[Cl:34])[cH:26][cH:27][cH:28][cH:29][cH:30]1>>[C:1](#[N:2])[c:3]1[cH:4][c:5](-[n:9]2[c:10](=[O:20])[c:11]([C:32]([CH2:31][c:25]3[cH:26][cH:27][cH:28][cH:29][cH:30]3)=[O:33])[c:12]([OH:19])[c:13]3[cH:14][cH:15][cH:16][n:17][c:18]23)[cH:6][cH:7][cH:8]1. Starting materials: C#CCCCCC(=O)O, Cc1noc(-c2ccc(Br)cc2)c1NC(=O)OC(C)c1ccccc1Cl. Product: Cc1noc(-c2ccc(C#CCCCCC(=O)O)cc2)c1NC(=O)OC(C)c1ccccc1Cl. RXN SMILES: [C:27]([CH2:28][CH2:29][CH2:30][CH2:31][C:32]#[CH:33])(=[O:34])[OH:35].[Cl:1][c:2]1[c:3]([CH:8]([CH3:9])[O:10][C:11]([NH:12][c:13]2[c:14]([CH3:25])[n:15][o:16][c:17]2-[c:18]2[cH:19][cH:20][c:21]([Br:24])[cH:22][cH:23]2)=[O:26])[cH:4][cH:5][cH:6][cH:7]1>>[Cl:1][c:2]1[c:3]([CH:8]([CH3:9])[O:10][C:11]([NH:12][c:13]2[c:14]([CH3:25])[n:15][o:16][c:17]2-[c:18]2[cH:19][cH:20][c:21]([C:33]#[C:32][CH2:31][CH2:30][CH2:29][CH2:28][C:27](=[O:34])[OH:35])[cH:22][cH:23]2)=[O:26])[cH:4][cH:5][cH:6][cH:7]1. Starting materials: COc1ccc(B(O)O)cc1, Cc1ccccc1, Cc1nc(C(F)(F)F)ccc1Cn1nc2c(-c3ccncc3)c(Cl)ccn2c1=O, [Na+], [Na+], O=C([O-])[O-]. The product is COc1ccc(-c2ccn3c(=O)n(Cc4ccc(C(F)(F)F)nc4C)nc3c2-c2ccncc2)cc1. As a reaction SMILES: [CH3:30][O:31][c:32]1[cH:33][cH:34][c:35]([B:38]([OH:39])[OH:40])[cH:36][cH:37]1.[CH3:47][c:48]1[cH:49][cH:50][cH:51][cH:52][cH:53]1.[Cl:1][c:2]1[c:3](-[c:24]2[cH:25][cH:26][n:27][cH:28][cH:29]2)[c:4]2[n:5]([cH:6][cH:7]1)[c:8](=[O:23])[n:9]([CH2:11][c:12]1[c:13]([CH3:22])[n:14][c:15]([C:18]([F:19])([F:20])[F:21])[cH:16][cH:17]1)[n:10]2.[Na+:41].[Na+:42].[O-:43][C:44](=[O:45])[O-:46]>>[c:2]1(-[c:35]2[cH:34][cH:33][c:32]([O:31][CH3:30])[cH:37][cH:36]2)[c:3](-[c:24]2[cH:25][cH:26][n:27][cH:28][cH:29]2)[c:4]2[n:5]([cH:6][cH:7]1)[c:8](=[O:23])[n:9]([CH2:11][c:12]1[c:13]([CH3:22])[n:14][c:15]([C:18]([F:19])([F:20])[F:21])[cH:16][cH:17]1)[n:10]2. The reactants are Fc1cccc(Br)c1, CCCC1CCC(=O)CC1, C1CCOC1, Cc1ccccc1, [Mg]. Yields the product CCCC1CCC(O)(c2cccc(F)c2)CC1. As a reaction SMILES: [Br:2][c:3]1[cH:4][c:5]([F:9])[cH:6][cH:7][cH:8]1.[CH2:10]([CH2:11][CH3:12])[CH:13]1[CH2:14][CH2:15][C:16](=[O:19])[CH2:17][CH2:18]1.[CH2:27]1[O:28][CH2:29][CH2:30][CH2:31]1.[CH3:20][c:21]1[cH:22][cH:23][cH:24][cH:25][cH:26]1.[Mg:1]>>[c:3]1([C:16]2([OH:19])[CH2:15][CH2:14][CH:13]([CH2:10][CH2:11][CH3:12])[CH2:18][CH2:17]2)[cH:4][c:5]([F:9])[cH:6][cH:7][cH:8]1. Starting materials: CC(C)(C)OC(=O)NC(C(=O)O)c1ccccc1, Cl, COc1ccccc1C1(O)CCC(c2ccccc2)(c2ccccc2)C2CNCC21. The product is COc1ccccc1C1(O)CCC(c2ccccc2)(c2ccccc2)C2CN(C(=O)C(NC(=O)OC(C)(C)C)c3ccccc3)CC21. RXN SMILES: [C:32]([CH3:33])([CH3:34])([CH3:35])[O:36][C:37](=[O:38])[NH:39][CH:40]([C:41](=[O:42])[OH:43])[c:44]1[cH:45][cH:46][cH:47][cH:48][cH:49]1.[ClH:1].[c:2]1([C:8]2([c:26]3[cH:27][cH:28][cH:29][cH:30][cH:31]3)[CH2:9][CH2:10][C:11]([OH:17])([c:18]3[c:19]([O:24][CH3:25])[cH:20][cH:21][cH:22][cH:23]3)[CH:12]3[CH2:13][NH:14][CH2:15][CH:16]23)[cH:3][cH:4][cH:5][cH:6][cH:7]1>>[c:2]1([C:8]2([c:26]3[cH:27][cH:28][cH:29][cH:30][cH:31]3)[CH2:9][CH2:10][C:11]([OH:17])([c:18]3[c:19]([O:24][CH3:25])[cH:20][cH:21][cH:22][cH:23]3)[CH:12]3[CH2:13][N:14]([C:41]([CH:40]([NH:39][C:37]([O:36][C:32]([CH3:33])([CH3:34])[CH3:35])=[O:38])[c:44]4[cH:45][cH:46][cH:47][cH:48][cH:49]4)=[O:42])[CH2:15][CH:16]23)[cH:3][cH:4][cH:5][cH:6][cH:7]1. Reactants: O (water), C(Cl)Cl (methylene chloride), S(O)(O)(=O)=O (sulfuric acid), O (water), C(C(C)C)C1=CC=C(C=C1)C(C=O)C (α-(p-isobutylphenyl)-propionaldehyd), solution. The reagents and catalysts are [O-2].[O-2].[O-2].[Cr+6] (chromiumtrioxide). Solvent: CC(=O)C (acetone). Reaction conditions: temperature -25 celsius, time 1 hour. Yields the product C(C(C)C)C1=CC=C(C=C1)C(C(=O)O)C (α-(p-isobutylphenyl)-propionic acid). RXN SMILES: [CH2:1]([C:5]1[CH:10]=[CH:9][C:8]([CH:11]([CH3:14])[CH:12]=[O:13])=[CH:7][CH:6]=1)[CH:2]([CH3:4])[CH3:3].S(=O)(=O)(O)[OH:16].O.C(Cl)Cl>CC(C)=O.[O-2].[O-2].[O-2].[Cr+6]>[CH2:1]([C:5]1[CH:6]=[CH:7][C:8]([CH:11]([CH3:14])[C:12]([OH:16])=[O:13])=[CH:9][CH:10]=1)[CH:2]([CH3:4])[CH3:3] |f:5.6.7.8|. Reported procedure: 190 mg of α-(p-isobutylphenyl)-propionaldehyd are dissolved in 15 ml of acetone, and the solution cooled to -25° C is added to 220 ml of a solution containing 30 g chromiumtrioxide, 25 ml of concentrated sulfuric acid and water per 100 ml. The whole stirred for one hour at -25° C, the temperature was allowed to rise to about 0° C while stirring and then the reaction mixture was poured into a mixture of 20 ml water and 60 ml of methylene chloride. The two phases are separated and the watery phase...